describe an organic reaction: reactants, conditions, products, and yield From a dataset of the Open Reaction Database (ORD), a public repository of structured organic reaction records. The reactants are CO (methanol), ClC[C@H](CC#C[Si](C)(C)C)O ((2S)-1-chloro-5-(trimethylsilyl)pent-4-yn-2-ol), NCCO (2-aminoethanol). Run in ClCCl (dichloromethane). Conditions: temperature 80 celsius, time 18 hour. Product: OCCNC[C@H](CC#C[Si](C)(C)C)O ((2S)-1-[(2-hydroxyethyl)amino]-5-(trimethylsilyl)pent-4-yn-2-ol). RXN SMILES: Cl[CH2:2][C@@H:3]([OH:11])[CH2:4][C:5]#[C:6][Si:7]([CH3:10])([CH3:9])[CH3:8].[NH2:12][CH2:13][CH2:14][OH:15].CO>ClCCl>[OH:15][CH2:14][CH2:13][NH:12][CH2:2][C@@H:3]([OH:11])[CH2:4][C:5]#[C:6][Si:7]([CH3:10])([CH3:9])[CH3:8]. Procedure details: A mixture of (2S)-1-chloro-5-(trimethylsilyl)pent-4-yn-2-ol (80 g, 420 mmol) and 2-aminoethanol (110 g, 1.8 mol) was stirred at 80° C. for 18 hours. Silica gel chromatography (Gradient: 1% to 10% methanol in dichloromethane) provided the product as a yellow oil. Yield: 30 g, 140 mmol, 33%. 1H NMR (400 MHz, CD3OD) δ 3.80-3.88 (m, 1H), 3.61-3.72 (m, 2H), 2.84 (dd, J=12.3, 3.3 Hz, 1H), 2.69-2.81 (m, 2H), 2.64 (dd, J=12.0, 8.5 Hz, 1H), 2.45 (dd, half of ABX pattern, J=16.6, 5.5 Hz, 1H), 2.37 (dd, ha... The reactants are C(C)N(C(OC=1C=NC=CC1)=O)CC (3-Pyridyl diethylcarbamate), CN(C)CCN(C)C (TMEDA), C(C)(CC)[Li] (sec-butyl lithium), resultant solution, BrCCBr (1,2-Dibromoethane). Run in [Cl-].[Na+].O (Brine), C1CCOC1 (THF), C1CCOC1 (THF). Reaction conditions: temperature -78 celsius, time 30 minute. The product is C(C)N(C(OC=1C=NC=CC1Br)=O)CC (4-bromo-3-pyridyl diethylcarbamate). The yield is 76.3%. RXN SMILES: CN(CCN(C)C)C.C([Li])(CC)C.[CH2:14]([N:16]([CH2:26][CH3:27])[C:17](=[O:25])[O:18][C:19]1[CH:20]=[N:21][CH:22]=[CH:23][CH:24]=1)[CH3:15].[Br:28]CCBr>C1COCC1.[Cl-].[Na+].O>[CH2:26]([N:16]([CH2:14][CH3:15])[C:17](=[O:25])[O:18][C:19]1[CH:20]=[N:21][CH:22]=[CH:23][C:24]=1[Br:28])[CH3:27] |f:5.6.7|. Reported procedure: To a cooled (-78° C.) solution of TMEDA (787 mg, 6.6 mmol) in anhydrous THF (15 mL) was slowly added sec-butyl lithium (1.30 M, 5.08 mL, 6.6 mmol), and the resultant solution was stirred at -78° C. for 10 minutes. 3-Pyridyl diethylcarbamate (1.16 g, 6.0 mmol, from step 20a) in THF (3 mL) was slowly added, and the mixture was stirred at -78° C. for 30 minutes. 1,2-Dibromoethane (0.575 mL, 6.6 mmol) was then added, and the mixture was stirred for an additional 2 hours. Brine (1 mL) was added and t... Starting materials: C(#C)C(O)C1=CC=2C(CCC(C2C=C1)(C)C)(C)C (α-ethynyl- 5,6,7,8-tetrahydro-5,5,8,8-tetramethyl-2-naphthalenemethanol), BrC1=CC=C(S1)C(=O)OC (methyl 5-bromo-2-thiophenecarboxylate), methyl ester. Yields the product OC(C#CC1=CC=C(S1)C(=O)OC)C1=CC=2C(CCC(C2C=C1)(C)C)(C)C (methyl 5-[3-hydroxy-3-(5,6,7,8-tetrahydro-5,5,8,8-tetramethyl-2-naphthyl)-1-propynyl]-2-thiophenecarboxylate). RXN SMILES: [C:1]([CH:3]([C:5]1[CH:14]=[CH:13][C:12]2[C:11]([CH3:16])([CH3:15])[CH2:10][CH2:9][C:8]([CH3:18])([CH3:17])[C:7]=2[CH:6]=1)[OH:4])#[CH:2].Br[C:20]1[S:24][C:23]([C:25]([O:27][CH3:28])=[O:26])=[CH:22][CH:21]=1>>[OH:4][CH:3]([C:5]1[CH:14]=[CH:13][C:12]2[C:11]([CH3:16])([CH3:15])[CH2:10][CH2:9][C:8]([CH3:18])([CH3:17])[C:7]=2[CH:6]=1)[C:1]#[C:2][C:20]1[S:24][C:23]([C:25]([O:27][CH3:28])=[O:26])=[CH:22][CH:21]=1. Procedure details: Following the basic procedure of Example 32, by reacting 1.21 g (5 mmol) ) of α-ethynyl- 5,6,7,8-tetrahydro-5,5,8,8-tetramethyl-2-naphthalenemethanol with 1.1 g (5 mmol) of methyl 5-bromo-2-thiophenecarboxylate, 371 mg (19%) of the expected methyl ester, with a melting point of 84°-85° C., were obtained. Reactants: C(=O)(O)[O-].[Na+] (NaHCO3), C(C)(=O)O (acetic acid), C(C)(C)(C)OC(CCC([C@H](C)N(CC1=CC=CC=C1)CC1=CC=CC=C1)O)=O ((5S)-5-(N,N-dibenzylamino)-4-hydroxy-hexanoic acid-tert-butyl ester). The reagents and catalysts are CS(=O)(=O)O (methanesulfonic acid). Run in C1(=CC=CC=C1)C (toluene). Yields the product C(C1=CC=CC=C1)N(CC1=CC=CC=C1)[C@@H](C)[C@@H]1CCC(O1)=O ((5S)-5 [(1S)-1-(N,N-dibenzylamino)-ethyl]dihydrofuran-2(3H)-one). Isolated yield 84.4%. As a reaction SMILES: C(O)(=O)C.C([O:9][C:10](=O)[CH2:11][CH2:12][CH:13]([OH:31])[C@@H:14]([N:16]([CH2:24][C:25]1[CH:30]=[CH:29][CH:28]=[CH:27][CH:26]=1)[CH2:17][C:18]1[CH:23]=[CH:22][CH:21]=[CH:20][CH:19]=1)[CH3:15])(C)(C)C.C([O-])(O)=O.[Na+]>CS(O)(=O)=O.C1(C)C=CC=CC=1>[CH2:17]([N:16]([C@H:14]([C@H:13]1[O:31][C:10](=[O:9])[CH2:11][CH2:12]1)[CH3:15])[CH2:24][C:25]1[CH:26]=[CH:27][CH:28]=[CH:29][CH:30]=1)[C:18]1[CH:23]=[CH:22][CH:21]=[CH:20][CH:19]=1 |f:2.3|. Reported procedure: Glacial acetic acid (0.4 mL) and one drop of methanesulfonic acid were added to a solution of (5S)-5-(N,N-dibenzylamino)-4-hydroxy-hexanoic acid-tert-butyl ester (0.6 g, 1.57 mmol) in dry toluene (15.0 mL) in a 50 mL round bottom flask fitted with a reflux condenser. The reaction mixture was heated at reflux for 12 hours and then cooled to ambient temperature. The pH of the solution was adjusted to 7 by slow addition of a saturated solution of NaHCO3. The organic layer was separated, and the aqu...